Dataset: the Open Reaction Database (ORD), a public repository of structured organic reaction records. Task: describe an organic reaction: reactants, conditions, products, and yield Product: CCCN1CCCC2Cc3c(O)cccc3CC21. The reactants are BrB(Br)Br, ClCCl, CCCN1CCCC2Cc3c(cccc3OC)CC21, CO. RXN SMILES: [B:20]([Br:21])([Br:22])[Br:23].[CH2:26]([Cl:27])[Cl:28].[CH3:1][O:2][c:3]1[cH:4][cH:5][cH:6][c:7]2[c:8]1[CH2:9][CH:10]1[CH2:11][CH2:12][CH2:13][N:14]([CH2:17][CH2:18][CH3:19])[CH:15]1[CH2:16]2.[CH3:24][OH:25]>>[OH:2][c:3]1[cH:4][cH:5][cH:6][c:7]2[c:8]1[CH2:9][CH:10]1[CH2:11][CH2:12][CH2:13][N:14]([CH2:17][CH2:18][CH3:19])[CH:15]1[CH2:16]2.